This data is from the Open Reaction Database (ORD), a public repository of structured organic reaction records. The task is: describe an organic reaction: reactants, conditions, products, and yield Reactants: ClC1=CC(=CC=C1)C(=O)OO (3-chloroperbenzoic acid), C=C(CCC1(COCCOC1)O)CC (tetrahydro-6-(3-methylenepentyl)-1,4-dioxepin-6-ol). Run in C(Cl)Cl (methylene chloride). Run at time 6 hour. Yields the product C(C)C1(OC2(CC1)COCCOC2)CO (2-Ethyl-1,7,10-trioxaspiro[4.6]undecane-2-methanol). Yield: 63.8%. RXN SMILES: ClC1C=CC=C(C(OO)=[O:9])C=1.[CH2:12]=[C:13]([CH2:24][CH3:25])[CH2:14][CH2:15][C:16]1([OH:23])[CH2:22][O:21][CH2:20][CH2:19][O:18][CH2:17]1>C(Cl)Cl>[CH2:24]([C:13]1([CH2:12][OH:9])[CH2:14][CH2:15][C:16]2([CH2:17][O:18][CH2:19][CH2:20][O:21][CH2:22]2)[O:23]1)[CH3:25]. Reported procedure: To a stirred solution of 3.22 g of 3-chloroperbenzoic acid dissolved in 20 ml of methylene chloride under nitrogen, was added dropwise 3.05 g of tetrahydro-6-(3-methylenepentyl)-1,4-dioxepin-6-ol while maintaining the temperature below 30° C. using a water bath. After six hours and 20 minutes, the reaction mixture was washed with a 25% solution of potassium carbonate and a saturated sodium chloride solution, dried and stripped to yield 2.10 g of the desired product as a dark brown liquid. Reactants: C(CCC)OC1=C(C(=O)N)C=CC=C1 (2-n-butoxybenzamide), ClC=1C=CC(=C(C(=O)N)C1)OCC (5-chloro-2-ethoxybenzamide). Yields the product Cl.ClC=1C=CC(=C(C(=N)N)C1)OCC (5-Chloro-2-ethoxybenzamidine hydrochloride). RXN SMILES: C(OC1C=CC=CC=1C([NH2:10])=O)CCC.[Cl:15][C:16]1[CH:17]=[CH:18][C:19]([O:25][CH2:26][CH3:27])=[C:20]([CH:24]=1)[C:21]([NH2:23])=O>>[ClH:15].[Cl:15][C:16]1[CH:17]=[CH:18][C:19]([O:25][CH2:26][CH3:27])=[C:20]([CH:24]=1)[C:21]([NH2:10])=[NH:23] |f:2.3|. Reported procedure: If the procedure of Preparation 10 is repeated with the 2-n-butoxybenzamide used therein replaced by an equimolar amount of 5-chloro-2-ethoxybenzamide, there is produced the title product, m.p. 227° with decomposition. Starting materials: ClCCl, Nc1nccn2c(C3CC(O)(CO)C3)nc(-c3ccc4ccc(-c5ccccc5)nc4c3)c12. The product is Nc1nccn2c(C3CC(=O)C3)nc(-c3ccc4ccc(-c5ccccc5)nc4c3)c12. As a reaction SMILES: [Cl:34][CH2:35][Cl:36].[NH2:1][c:2]1[c:3]2[n:4]([cH:5][cH:6][n:7]1)[c:8]([CH:27]1[CH2:28][C:29]([OH:31])([CH2:32][OH:33])[CH2:30]1)[n:9][c:10]2-[c:11]1[cH:12][cH:13][c:14]2[cH:15][cH:16][c:17](-[c:21]3[cH:22][cH:23][cH:24][cH:25][cH:26]3)[n:18][c:19]2[cH:20]1>>[NH2:1][c:2]1[c:3]2[n:4]([cH:5][cH:6][n:7]1)[c:8]([CH:27]1[CH2:28][C:29](=[O:31])[CH2:30]1)[n:9][c:10]2-[c:11]1[cH:12][cH:13][c:14]2[cH:15][cH:16][c:17](-[c:21]3[cH:22][cH:23][cH:24][cH:25][cH:26]3)[n:18][c:19]2[cH:20]1. Starting materials: OC=1C=C(C(=O)O)C=CC1OC (3-hydroxy-4-methoxy-benzoic acid), C(C)(=O)OC(C)=O (acetic anhydride). Solvent: O (water), O (water). Conditions: temperature 140 celsius, time 3 hour. The product is C(C)(=O)OC=1C=C(C(=O)O)C=CC1OC (3-Acetoxy-4-methoxy-benzoic acid). Isolated yield 88.5%. As a reaction SMILES: [OH:1][C:2]1[CH:3]=[C:4]([CH:8]=[CH:9][C:10]=1[O:11][CH3:12])[C:5]([OH:7])=[O:6].[C:13](OC(=O)C)(=[O:15])[CH3:14]>O>[C:13]([O:1][C:2]1[CH:3]=[C:4]([CH:8]=[CH:9][C:10]=1[O:11][CH3:12])[C:5]([OH:7])=[O:6])(=[O:15])[CH3:14]. Reported procedure: 17.0 g of 3-hydroxy-4-methoxy-benzoic acid and 51.6 g of acetic anhydride were combined and stirred at 140° C. for 3 h. Then 50 ml of water were added at 100° C., the mixture was heated under reflux for 30 min, another 200 ml of water were added and the mixture heated under reflux for 30 min. The mixture was cooled to 0° C., and the product was filtered off, washed with water and dried in vacuo to yield 18.8 g of the title compound. Reactants: [Cl-].[NH4+] (ammonium chloride), C(C)(=O)OC\C=C(\CCC1=C(C(=C(C(=C1C)O)C)C)O)/C ((E)-5-(2,5-dihydroxy-3,4,6-trimethylphenyl)-3-methyl-2-pentenyl acetate), [[(R)-6,6'-dimethyl-1,1'-biphenyl-2,2'-bis(diphenylphosphine)]-P,P'][(η-3)-2-propenyl]palladium perchlorate, [H-].[Ca+2].[H-] (calcium hydride). Run in CS(=O)C (DMSO). Reaction conditions: time 3 day. Yields the product C[C@@]1(OC2=C(CC1)C(=C(C(=C2C)C)O)C)C=C ((S)-3,4-dihydro-2,5,7,8-tetramethyl-2-vinyl-2H-[1]-benzopyran-6-ol). Yield: 67.0%. RXN SMILES: C(O[CH2:5]/[CH:6]=[C:7](\[CH3:21])/[CH2:8][CH2:9][C:10]1[C:15]([CH3:16])=[C:14]([OH:17])[C:13]([CH3:18])=[C:12]([CH3:19])[C:11]=1[OH:20])(=O)C.[H-].[Ca+2].[H-].[Cl-].[NH4+]>CS(C)=O>[CH3:21][C@@:7]1([CH:6]=[CH2:5])[CH2:8][CH2:9][C:10]2[C:15]([CH3:16])=[C:14]([OH:17])[C:13]([CH3:18])=[C:12]([CH3:19])[C:11]=2[O:20]1 |f:1.2.3,4.5|. Reported procedure: A solution of 106 mg (0.36 mmol) of (E)-5-(2,5-dihydroxy-3,4,6-trimethylphenyl)-3-methyl-2-pentenyl acetate and 9 mg (3%) of [[(R)-6,6'-dimethyl-1,1'-biphenyl-2,2'-bis(diphenylphosphine)]-P,P'][(η-3)-2-propenyl]palladium perchlorate in 2 ml of DMSO was treated with 15 mg of calcium hydride and stirred at room temperature for three days. Thereafter, the mixture was poured into saturated ammonium chloride solution and extracted with ether. The combined extracts were washed with water and dried. Th... Reactants: C(C)OC(C(OC1=CC=C(C=C1)SC)(F)F)=O (2,2-difluoro-2-(4-methylsulfanylphenoxy)acetic acid ethyl ester), solution, CC(C)C[AlH]CC(C)C (DIBALH), hexanes, CO (methanol), O (water). Solvent: CCOCC (ether). Conditions: temperature -70 celsius, time 2 hour. The product is O.FC(C=O)(OC1=CC=C(C=C1)SC)F (2,2-difluoro-2-(4-methylsulfanylphenoxy)-acetaldehyde monohydrate). Reaction SMILES: C([O:3][C:4](=O)[C:5]([F:16])([F:15])[O:6][C:7]1[CH:12]=[CH:11][C:10]([S:13][CH3:14])=[CH:9][CH:8]=1)C.CC(C[AlH]CC(C)C)C.CO.O>CCOCC>[OH2:3].[F:16][C:5]([F:15])([O:6][C:7]1[CH:12]=[CH:11][C:10]([S:13][CH3:14])=[CH:9][CH:8]=1)[CH:4]=[O:3] |f:5.6|. Reported procedure: To a solution of 2,2-difluoro-2-(4-methylsulfanylphenoxy)acetic acid ethyl ester (19.8 g, 75 mmol) in dry ether (200 ml) at −70° C., a 1 M solution of DIBALH in hexanes (113 ml, 113 mmol) was added slowly. Ater stirring for 2 h at −70° C., methanol (4 ml) and water (27 ml) were dropwise added and the reaction mixture was left stirring at rt for 30 min. The heterogeneous mixture was filtered through a plug of Celite and the filtrate was diluted with ether (200 ml). The organic layer was washed wi... Reactants: CC(CC1(OC1)C(F)(F)F)(C)C1=CC=CC=2CCOC21 (racemic 7-{1,1-dimethyl-2-[2-(trifluoromethyl)-2-oxiranyl]ethyl}-2,3-dihydro-1-benzofuran), COC1=CC=C(C=C1)N1N=CC=2C(=CC=CC12)N (1-[4-(methyloxy)phenyl]-1H-indazol-4-amine), COC1=CC=C(C=C1)N1N=CC=2C(=CC=CC12)N (1-[4-(methyloxy)phenyl]-1H-indazol-4-amine). Product: O1CCC2=C1C(=CC=C2)C(CC(C(F)(F)F)(O)CNC2=C1C=NN(C1=CC=C2)C2=CC=C(C=C2)OC)(C)C (4-(2,3-Dihydro-1-benzofuran-7-yl)-1,1,1-trifluoro-4-methyl-2-[({1-[4-(methyloxy)phenyl]-1H-indazol-4-yl}amino)methyl]-2-pentanol). Reaction SMILES: [CH3:1][C:2]([C:12]1[C:20]2[O:19][CH2:18][CH2:17][C:16]=2[CH:15]=[CH:14][CH:13]=1)([CH3:11])[CH2:3][C:4]1([C:7]([F:10])([F:9])[F:8])[CH2:6][O:5]1.[CH3:21][O:22][C:23]1[CH:28]=[CH:27][C:26]([N:29]2[C:37]3[CH:36]=[CH:35][CH:34]=[C:33]([NH2:38])[C:32]=3[CH:31]=[N:30]2)=[CH:25][CH:24]=1>>[O:19]1[C:20]2[C:12]([C:2]([CH3:1])([CH3:11])[CH2:3][C:4]([CH2:6][NH:38][C:33]3[CH:34]=[CH:35][CH:36]=[C:37]4[C:32]=3[CH:31]=[N:30][N:29]4[C:26]3[CH:27]=[CH:28][C:23]([O:22][CH3:21])=[CH:24][CH:25]=3)([OH:5])[C:7]([F:8])([F:9])[F:10])=[CH:13][CH:14]=[CH:15][C:16]=2[CH2:17][CH2:18]1. Procedure: Prepared similarly to Example 1 from racemic 7-{1,1-dimethyl-2-[2-(trifluoromethyl)-2-oxiranyl]ethyl}-2,3-dihydro-1-benzofuran (which may be prepared according to WO 04/063163) and 1-[4-(methyloxy)phenyl]-1H-indazol-4-amine (Intermediate 3).